This data is from the Open Reaction Database (ORD), a public repository of structured organic reaction records. The task is: describe an organic reaction: reactants, conditions, products, and yield The reactants are ClCCC(C(=O)NC1=NOC(=C1)C(CCC)(C)C)C (4-chloro-N-[5-(1,1-dimethylbutyl)-3-isoxazolyl]-2-methylbutanamide), [OH-].[K+] (potassium hydroxide). Run in C(C)O (ethanol), O (water). Product: CC(CCC)(C)C1=CC(=NO1)N1C(C(CC1)C)=O (1-[5-(1,1-Dimethylbutyl)-3-isoxazolyl]-3-methyl-2-pyrrolidinone). Yield: 20.0%. RXN SMILES: Cl[CH2:2][CH2:3][CH:4]([CH3:19])[C:5]([NH:7][C:8]1[CH:12]=[C:11]([C:13]([CH3:18])([CH3:17])[CH2:14][CH2:15][CH3:16])[O:10][N:9]=1)=[O:6].[OH-].[K+]>O.C(O)C>[CH3:17][C:13]([C:11]1[O:10][N:9]=[C:8]([N:7]2[CH2:2][CH2:3][CH:4]([CH3:19])[C:5]2=[O:6])[CH:12]=1)([CH3:18])[CH2:14][CH2:15][CH3:16] |f:1.2|. Procedure details: 1-[5-(1,1-Dimethylbutyl)-3-isoxazolyl]-3-methyl-2-pyrrolidinone was prepared by reacting 17.2 g of 4-chloro-N-[5-(1,1-dimethylbutyl)-3-isoxazolyl]-2-methylbutanamide with 6.72 g of potassium hydroxide in 30 ml water and 75 ml ethanol by the general method of Example 3. Weight 4 g (Yield 20%). mp 30°-31° C. As a reaction SMILES: [C:1](O[BH-](OC(=O)C)OC(=O)C)(=O)C.[Na+].[Br:15][C:16]1[C:17]([C:40]2[CH:45]=[CH:44][C:43](N)=[CH:42][CH:41]=2)=[N:18][N:19]([C:21]([C:34]2[CH:39]=[CH:38][CH:37]=[CH:36][CH:35]=2)([C:28]2[CH:33]=[CH:32][CH:31]=[CH:30][CH:29]=2)[C:22]2[CH:27]=[CH:26][CH:25]=[CH:24][CH:23]=2)[CH:20]=1.[CH:47]([NH2:49])=O.C(=O)(O)[O-].[Na+]>O.C(OCC)(=O)C.ClCCCl>[Br:15][C:16]1[C:17]([C:40]2[CH:45]=[CH:44][C:43]([N:49]([CH3:47])[CH3:1])=[CH:42][CH:41]=2)=[N:18][N:19]([C:21]([C:34]2[CH:39]=[CH:38][CH:37]=[CH:36][CH:35]=2)([C:28]2[CH:33]=[CH:32][CH:31]=[CH:30][CH:29]=2)[C:22]2[CH:27]=[CH:26][CH:25]=[CH:24][CH:23]=2)[CH:20]=1 |f:0.1,4.5|. Procedure: 2.54 g sodium triacetoxy borohydride was added little by little at room temperature to a mixture of 1.44 g 4-(4-bromo-1-trityl-1H-pyrazol-3-yl)phenylamine (compound in Production Example 152), 0.61 mL of 37% formamide and 40 mL 1,2-dichloroethane, and the mixture was stirred for 3 days. Ethyl acetate and an aqueous saturated sodium bicarbonate solution were added to the reaction solution and stirred, then water was added thereto, and the organic layer was separated. The organic layer was washed ... Run in ClCCCl (1,2-dichloroethane), O (water), C(C)(=O)OCC (Ethyl acetate). The product is BrC=1C(=NN(C1)C(C1=CC=CC=C1)(C1=CC=CC=C1)C1=CC=CC=C1)C1=CC=C(C=C1)N(C)C ([4-(4-Bromo-1-trityl-1H-pyrazol-3-yl)phenyl]dimethylamine). Conditions: time 3 day. Reactants: BrC=1C(=NN(C1)C(C1=CC=CC=C1)(C1=CC=CC=C1)C1=CC=CC=C1)C1=CC=C(C=C1)N (4-(4-bromo-1-trityl-1H-pyrazol-3-yl)phenylamine), C(=O)N (formamide), C(C)(=O)O[BH-](OC(C)=O)OC(C)=O.[Na+] (sodium triacetoxy borohydride), C([O-])(O)=O.[Na+] (sodium bicarbonate). Starting materials: [NH4+].[Cl-] (NH4Cl), [H-].[Na+] (NaH), FC1=C2C3(C(COC2=C(C=C1)F)CC(CC3)=O)S(=O)(=O)C3=CC=C(C=C3)C(F)(F)F (1,4-difluoro-10a-(4-trifluoromethyl-benzenesulfonyl)-6a,9,10,10a-tetrahydro-6H,7H-benzo[c]chromen-8-one), C(#N)CP(OCC)(OCC)=O (diethyl cyanomethylphosphonate). Run in O1CCCC1 (tetrahydrofuran). Conditions: temperature 0 celsius, time 10 minute. Product: FC1=C2C3(C(COC2=C(C=C1)F)CC(CC3)=CC#N)S(=O)(=O)C3=CC=C(C=C3)C(F)(F)F ([1,4-Difluoro-10a-(4-trifluoromethyl-benzenesulfonyl)-6a,9,10,10a-tetrahydro-6H,7H-benzo[c]chromen-8-ylidene]-acetonitrile). RXN SMILES: [H-].[Na+].[C:3]([CH2:5]P(=O)(OCC)OCC)#[N:4].[F:14][C:15]1[CH:24]=[CH:23][C:22]([F:25])=[C:21]2[C:16]=1[C:17]1([S:31]([C:34]3[CH:39]=[CH:38][C:37]([C:40]([F:43])([F:42])[F:41])=[CH:36][CH:35]=3)(=[O:33])=[O:32])[CH2:29][CH2:28][C:27](=O)[CH2:26][CH:18]1[CH2:19][O:20]2.[NH4+].[Cl-]>O1CCCC1>[F:14][C:15]1[CH:24]=[CH:23][C:22]([F:25])=[C:21]2[C:16]=1[C:17]1([S:31]([C:34]3[CH:35]=[CH:36][C:37]([C:40]([F:43])([F:41])[F:42])=[CH:38][CH:39]=3)(=[O:33])=[O:32])[CH2:29][CH2:28][C:27](=[CH:5][C:3]#[N:4])[CH2:26][CH:18]1[CH2:19][O:20]2 |f:0.1,4.5|. Reported procedure: To a 0° C. mixture of 60% NaH oil dispersion (60 mg) in tetrahydrofuran (11 mL) was added diethyl cyanomethylphosphonate (0.235 mL). After being stirred for 10 min at 0° C., 1,4-difluoro-10a-(4-trifluoromethyl-benzenesulfonyl)-6a,9,10,10a-tetrahydro-6H,7H-benzo[c]chromen-8-one (0.50 g, 1.12 mmol) was added to the resulting clear and colorless solution. After 1 h, saturated aqueous NH4Cl was added to the reaction solution. This mixture was then extracted with ethyl acetate (3×). The combined orga...